The task is: describe an organic reaction: reactants, conditions, products, and yield. This data is from the Open Reaction Database (ORD), a public repository of structured organic reaction records. Starting materials: C=CCCBr, O=C([O-])[O-], CC(C)=O, [K+], [K+], CCOC(=O)c1ccc(O)cc1. Product: C=CCCOc1ccc(C(=O)OCC)cc1. RXN SMILES: [Br:1][CH2:2][CH2:3][CH:4]=[CH2:5].[C:18](=[O:19])([O-:20])[O-:21].[CH3:24][C:25](=[O:26])[CH3:27].[K+:22].[K+:23].[OH:6][c:7]1[cH:8][cH:9][c:10]([C:11](=[O:12])[O:13][CH2:14][CH3:15])[cH:16][cH:17]1>>[CH2:2]([CH2:3][CH:4]=[CH2:5])[O:6][c:7]1[cH:8][cH:9][c:10]([C:11](=[O:12])[O:13][CH2:14][CH3:15])[cH:16][cH:17]1. Starting materials: Cl.ClC1=CC=NC=C1 (4-chloropyridine hydrochloride), COC1=CC=C(N)C=C1 (4-methoxyaniline). The solvent is ClCCl (dichloromethane). Reaction conditions: temperature 140 celsius. Yields the product N1=CC=C(C=C1)NC1=CC=C(C=C1)OC (4-(4-pyridylamino)-methoxybenzene). Reaction SMILES: Cl.Cl[C:3]1[CH:8]=[CH:7][N:6]=[CH:5][CH:4]=1.[CH3:9][O:10][C:11]1[CH:17]=[CH:16][C:14]([NH2:15])=[CH:13][CH:12]=1>ClCCl>[N:6]1[CH:7]=[CH:8][C:3]([NH:15][C:14]2[CH:16]=[CH:17][C:11]([O:10][CH3:9])=[CH:12][CH:13]=2)=[CH:4][CH:5]=1 |f:0.1|. Procedure: A stirred mixture of 4-chloropyridine hydrochloride (2 g) and 4-methoxyaniline (4.9 g) was heated at 140° C. for 5 hours. After cooling the residue was dissolved in dichloromethane (250 ml), the solution extracted with water (2×100 ml). The aqueous extracts were treated with sodium hydroxide solution and then extracted with ethyl acetate (4×100 ml). The combined organic extracts were washed with water, and saturated sodium chloride solution, then dried and the solvent evaporated. Purification by... Reactants: Cl (HCl), NC1=CC=C2C=CC(=NC2=C1)C (7-amino-2-methylquinoline), FC1=CC=C(C=C1)C1=NC(=C(C(=O)O)C=C1)C (6-(4-fluorophenyl)-2-methylnicotinic acid), Cl (HCl). Yields the product FC1=CC=C(C=C1)C1=NC(=C(C(=O)NC2=CC=C3C=CC(=NC3=C2)C)C=C1)C (6-(4-Fluorophenyl)-2-methyl-N-(2-methylquinolin-7-yl) -nicotinamide). RXN SMILES: [NH2:1][C:2]1[CH:11]=[C:10]2[C:5]([CH:6]=[CH:7][C:8]([CH3:12])=[N:9]2)=[CH:4][CH:3]=1.[F:13][C:14]1[CH:19]=[CH:18][C:17]([C:20]2[CH:28]=[CH:27][C:23]([C:24](O)=[O:25])=[C:22]([CH3:29])[N:21]=2)=[CH:16][CH:15]=1.Cl>>[F:13][C:14]1[CH:19]=[CH:18][C:17]([C:20]2[CH:28]=[CH:27][C:23]([C:24]([NH:1][C:2]3[CH:11]=[C:10]4[C:5]([CH:6]=[CH:7][C:8]([CH3:12])=[N:9]4)=[CH:4][CH:3]=3)=[O:25])=[C:22]([CH3:29])[N:21]=2)=[CH:16][CH:15]=1. Procedure details: Using the procedure outlined in Example 56, the title compound was prepared from 7-amino-2-methylquinoline (D66) (20 mg, 0.13 mmol) and 6-(4-fluorophenyl)-2-methylnicotinic acid (D24) (30 mg, 0.13 mmol) then converted to the HCl salt as a beige solid by treatment with ethereal HCl. 1H NMR (400 MHz, DMSO) (HCl salt) δ (ppm): 11.39 (br.s, 1H), 9.04 (s, 1H), 8.96 (d, 1H), 8.30 (d, 1H), 8.23 (dd, 2H), 8.12 (d, 1H), 8.00 (m, 2H), 7.84 (d, 1H), 7.37 (t, 2H), 2.94 (s, 3H), 2.71 (s, 3H) Reactants: CC(=O)O[BH-](OC(C)=O)OC(C)=O, ClCCl, CC(C)=O, CC(=O)O, CC1(C)COC(=O)N1CC1(C2CCCCC2)CCN(C(=O)C2C[NH2+]CC2c2ccc(F)cc2)CC1, [Cl-], [Na+]. Yields the product CC(C)[NH+]1CC(C(=O)N2CCC(CN3C(=O)OCC3(C)C)(C3CCCCC3)CC2)C(c2ccc(F)cc2)C1, [Cl-]. As a reaction SMILES: [C:45]([O:46][BH-:47]([O:48][C:49](=[O:50])[CH3:51])[O:52][C:53](=[O:54])[CH3:55])(=[O:56])[CH3:57].[CH2:59]([Cl:60])[Cl:61].[CH3:37][C:38]([CH3:39])=[O:40].[CH3:41][C:42](=[O:43])[OH:44].[CH:2]1([C:8]2([CH2:28][N:29]3[C:30](=[O:36])[O:31][CH2:32][C:33]3([CH3:34])[CH3:35])[CH2:9][CH2:10][N:11]([C:14](=[O:15])[CH:16]3[CH2:17][NH2+:18][CH2:19][CH:20]3[c:21]3[cH:22][cH:23][c:24]([F:27])[cH:25][cH:26]3)[CH2:12][CH2:13]2)[CH2:3][CH2:4][CH2:5][CH2:6][CH2:7]1.[Cl-:1].[Na+:58]>>[CH:2]1([C:8]2([CH2:28][N:29]3[C:30](=[O:36])[O:31][CH2:32][C:33]3([CH3:34])[CH3:35])[CH2:9][CH2:10][N:11]([C:14](=[O:15])[CH:16]3[CH2:17][NH+:18]([CH:38]([CH3:37])[CH3:39])[CH2:19][CH:20]3[c:21]3[cH:22][cH:23][c:24]([F:27])[cH:25][cH:26]3)[CH2:12][CH2:13]2)[CH2:3][CH2:4][CH2:5][CH2:6][CH2:7]1.[Cl-:1]. RXN SMILES: [CH3:18][CH:19]([OH:20])[CH3:21].[F:1][C:2]([c:3]1[cH:4][cH:5][c:6]([CH:7]=[N:8][OH:9])[cH:10][cH:11]1)([F:12])[F:13].[H:15][H:16].[NH3:14].[Pd:17]>>[F:1][C:2]([c:3]1[cH:4][cH:5][c:6]([CH2:7][NH2:8])[cH:10][cH:11]1)([F:12])[F:13]. Reactants: CC(C)O, ON=Cc1ccc(C(F)(F)F)cc1, [H][H], N, [Pd]. The product is NCc1ccc(C(F)(F)F)cc1.